Dataset: the Open Reaction Database (ORD), a public repository of structured organic reaction records. Task: describe an organic reaction: reactants, conditions, products, and yield The reactants are BrC1=C2C=CC(N(C2=CC(=C1)C=1CCN(CC1)C(C)(C)C)C1=C(C=CC=C1Cl)Cl)=O (5-bromo-7-(1-tert-butyl-1,2,3,6-tetrahydropyridin-4-yl)-1-(2,6-dichlorophenyl)quinolin-2(1H)-one), Cl (HCl), Cl (HCl), FC1=CC=C(C=C1)B(O)O (4-fluorophenylboronic acid), ClC1=C(C(=CC=C1)Cl)N1C(CCC2=C(C=C(C=C12)OC)C1=C(C=C(C=C1)F)F)=O (1-(2,6-dichlorophenyl)-5-(2,4-difluorophenyl)-3,4-dihydro-7-methoxy-2(1H)-quinolinone). Solvent: CCOCC (Et2O). The product is C(C)(C)(C)N1CCC(=CC1)C1=CC(=C2C=CC(N(C2=C1)C1=C(C=CC=C1Cl)Cl)=O)C1=CC=C(C=C1)F (7-(1-tert-Butyl-1,2,3,6-tetrahydropyridin-4-yl)-1-(2,6-dichlorophenyl)-5-(4-fluorophenyl)quinolin-2(1H)-one). Reaction SMILES: Br[C:2]1[CH:11]=[C:10]([C:12]2[CH2:13][CH2:14][N:15]([C:18]([CH3:21])([CH3:20])[CH3:19])[CH2:16][CH:17]=2)[CH:9]=[C:8]2[C:3]=1[CH:4]=[CH:5][C:6](=[O:30])[N:7]2[C:22]1[C:27]([Cl:28])=[CH:26][CH:25]=[CH:24][C:23]=1[Cl:29].[F:31][C:32]1[CH:37]=[CH:36][C:35](B(O)O)=[CH:34][CH:33]=1.ClC1C=CC=C(Cl)C=1N1C2C(=C(C3C=CC(F)=CC=3F)C=C(OC)C=2)CCC1=O.Cl>CCOCC>[C:18]([N:15]1[CH2:16][CH:17]=[C:12]([C:10]2[CH:9]=[C:8]3[C:3]([CH:4]=[CH:5][C:6](=[O:30])[N:7]3[C:22]3[C:27]([Cl:28])=[CH:26][CH:25]=[CH:24][C:23]=3[Cl:29])=[C:2]([C:35]3[CH:36]=[CH:37][C:32]([F:31])=[CH:33][CH:34]=3)[CH:11]=2)[CH2:13][CH2:14]1)([CH3:19])([CH3:21])[CH3:20]. Reported procedure: The title compound was prepared from 5-bromo-7-(1-tert-butyl-1,2,3,6-tetrahydropyridin-4-yl)-1-(2,6-dichlorophenyl)quinolin-2(1H)-one (INTERMEDIATE ABA5) and using 4-fluorophenylboronic acid by procedures analogous to that described in INTERMEDIATE 2. The title compound was converted to HCl salt by treating it with 2M HCl in Et2O. Mass spectrum (ESI): 521.5 (M+1).